Dataset: the Open Reaction Database (ORD), a public repository of structured organic reaction records. Task: describe an organic reaction: reactants, conditions, products, and yield Reactants: O=C([O-])[O-], COC(=O)c1c[nH]c2cc(OCc3ccccc3)ccc12, CCOC(C)=O, [Cs+], [Cs+], CN(C)C=O. The product is COC(=O)c1cn(C)c2cc(OCc3ccccc3)ccc12. RXN SMILES: [C:22](=[O:23])([O-:24])[O-:25].[CH3:1][O:2][C:3](=[O:4])[c:5]1[cH:6][nH:7][c:8]2[cH:9][c:10]([O:14][CH2:15][c:16]3[cH:17][cH:18][cH:19][cH:20][cH:21]3)[cH:11][cH:12][c:13]12.[CH3:33][CH2:34][O:35][C:36]([CH3:37])=[O:38].[Cs+:26].[Cs+:27].[O:28]=[CH:29][N:30]([CH3:31])[CH3:32]>>[CH3:1][O:2][C:3](=[O:4])[c:5]1[cH:6][n:7]([CH3:22])[c:8]2[cH:9][c:10]([O:14][CH2:15][c:16]3[cH:17][cH:18][cH:19][cH:20][cH:21]3)[cH:11][cH:12][c:13]12. Reactants: [BH4-].[Na+] (sodium borohydride), CC1=CC=C(C=C1)SCC1=NOC=N1 (3-(4-Methylphenylthiomethyl)-1,2,4-oxadiazole), O (water). Solvent: CO (methanol). The product is CC1=CC=C(C=C1)SCC1=NOCN1 (4.5-dihydro-3-(4-methylphenylthiomethyl)-1,2,4-oxadiazole). As a reaction SMILES: [CH3:1][C:2]1[CH:7]=[CH:6][C:5]([S:8][CH2:9][C:10]2[N:14]=[CH:13][O:12][N:11]=2)=[CH:4][CH:3]=1.[BH4-].[Na+].O>CO>[CH3:1][C:2]1[CH:3]=[CH:4][C:5]([S:8][CH2:9][C:10]2[NH:14][CH2:13][O:12][N:11]=2)=[CH:6][CH:7]=1 |f:1.2|. Reported procedure: 3-(4-Methylphenylthiomethyl)-1,2,4-oxadiazole (1.65 g, 0.008 mol) was dissolved in methanol (25 ml). AT 0° and with stirring, sodium borohydride (0.91 g, 0.024 mol) was added in portions over 30 min. The mixture was then stirred at 0° overnight and water then added to give a solid which on recrystallisation from from isopropanol gave 4.5-dihydro-3-(4-methylphenylthiomethyl)-1,2,4-oxadiazole, m.p. 85°. The reactants are C1CCOC1, COC(=O)COc1cccc(Nc2ncnc3oc(-c4ccccc4)c(-c4ccc(F)cc4)c23)c1, [Na+], [OH-]. The product is O=C(O)COc1cccc(Nc2ncnc3oc(-c4ccccc4)c(-c4ccc(F)cc4)c23)c1. As a reaction SMILES: [CH2:38]1[O:39][CH2:40][CH2:41][CH2:42]1.[CH3:1][O:2][C:3]([CH2:4][O:5][c:6]1[cH:7][c:8]([NH:12][c:13]2[c:14]3[c:15]([n:16][cH:17][n:18]2)[o:19][c:20](-[c:29]2[cH:30][cH:31][cH:32][cH:33][cH:34]2)[c:21]3-[c:22]2[cH:23][cH:24][c:25]([F:28])[cH:26][cH:27]2)[cH:9][cH:10][cH:11]1)=[O:35].[Na+:37].[OH-:36]>>[O:2]=[C:3]([CH2:4][O:5][c:6]1[cH:7][c:8]([NH:12][c:13]2[c:14]3[c:15]([n:16][cH:17][n:18]2)[o:19][c:20](-[c:29]2[cH:30][cH:31][cH:32][cH:33][cH:34]2)[c:21]3-[c:22]2[cH:23][cH:24][c:25]([F:28])[cH:26][cH:27]2)[cH:9][cH:10][cH:11]1)[OH:35]. Reactants: FC1=C(C=CC=C1OC)C1=CC(=NO1)CC[C@](C(=O)OCC)(S(=O)(=O)C)C (ethyl(2R)-4-[5-(2-fluoro-3-methoxyphenyl)isoxazol-3-yl]-2-methyl-2-(methylsulfonyl)butanoate), FC1=C(C=CC=C1OC)C1=NOC(=C1)CC[C@](C(=O)O)(S(=O)(=O)C)C ((2R)-4-[3-(2-fluoro-3-methoxyphenyl)isoxazol-5-yl]-2-methyl-2-(methylsulfonyl)butanoic acid). Product: FC1=C(C=CC=C1OC)C1=CC(=NO1)CC[C@](C(=O)O)(S(=O)(=O)C)C ((2R)-4-[5-(2-Fluoro-3-methoxyphenyl)isoxazol-3-yl]-2-methyl-2-(methylsulfonyl)butanoic acid). Yield: 99.1%. As a reaction SMILES: [F:1][C:2]1[C:7]([O:8][CH3:9])=[CH:6][CH:5]=[CH:4][C:3]=1[C:10]1[O:14][N:13]=[C:12]([CH2:15][CH2:16][C@@:17]([CH3:27])([S:23]([CH3:26])(=[O:25])=[O:24])[C:18]([O:20]CC)=[O:19])[CH:11]=1.FC1C(OC)=CC=CC=1C1C=C(CC[C@@](C)(S(C)(=O)=O)C(O)=O)ON=1>>[F:1][C:2]1[C:7]([O:8][CH3:9])=[CH:6][CH:5]=[CH:4][C:3]=1[C:10]1[O:14][N:13]=[C:12]([CH2:15][CH2:16][C@@:17]([CH3:27])([S:23]([CH3:26])(=[O:25])=[O:24])[C:18]([OH:20])=[O:19])[CH:11]=1. Procedure: The title compound (0.46 g, 95%) was prepared from ethyl(2R)-4-[5-(2-fluoro-3-methoxyphenyl)isoxazol-3-yl]-2-methyl-2-(methylsulfonyl)butanoate (0.50 g, 1.25 mmol) by following the procedure described for the synthesis of (2R)-4-[3-(2-fluoro-3-methoxyphenyl)isoxazol-5-yl]-2-methyl-2-(methylsulfonyl)butanoic acid (Example 1, Step B). MS (GCMS) m/z 372.1 (M+1). 1H NMR (400 MHz, METHONAL-d4) δ1.69 (s, 3H) 2.45-2.56 (m, 2H) 3.14 (d, J=9.95 Hz, 5H) 3.93 (s, 3H) 6.70-6.82 (m, 1H) 7.19-7.30 (m, 2H) 7.3... The product is CC=1C=C2C(C=C(SC2=CC1)C(=O)O)=O (6-methyl-1-thiachromone-2-carboxylic acid). As a reaction SMILES: [CH3:1]C1C=CC(/C(=C\C(O)=O)/C(O)=S)=CC=1.C(O[C:19]1[CH:20]=[C:21]2[C:26](=[CH:27][CH:28]=1)[S:25][C:24]([C:29]([O-:31])=[O:30])=[CH:23][C:22]2=[O:32])C.[Na+].S(=O)(=O)(O)O>>[CH3:1][C:19]1[CH:20]=[C:21]2[C:26](=[CH:27][CH:28]=1)[S:25][C:24]([C:29]([OH:31])=[O:30])=[CH:23][C:22]2=[O:32] |f:1.2|. Conditions: time 30 minute. Procedure details: 4.7 parts of 4-methylphenylthio fumaric acid, made in analogous manner to part (a) of Example 1, was added in small lots to 20 parts of stirred concentrated sulphuric acid. The solution was allowed to stand for 30 minutes and then it was cautiously poured on to ice. The resulting precipitate was filtered off, washed with water and crystallised from an ethanol/dioxan mixture to give 2.3 parts of 6-methyl-1-thiachromone-2-carboxylic acid, melting point 236°-7°C. Starting materials: CC1=CC=C(C=C1)/C(/C(=S)O)=C\C(=O)O (4-methylphenylthio fumaric acid), C(C)OC=1C=C2C(C=C(SC2=CC1)C(=O)[O-])=O.[Na+] (sodium 6-ethoxy-1-thiachromone-2-carboxylate), S(O)(O)(=O)=O (sulphuric acid). The reactants are ClC=1C=CC(=C(C=O)C1)O (5-Chloro-2-hydroxy-benzaldehyde), C(C)(C)(C)OC(C(C)(C)Br)=O (2-bromo-2-methyl-propionic acid tert-butyl ester), C(=O)([O-])[O-].[K+].[K+] (K2CO3). Solvent: CN(C)C=O (DMF). Conditions: temperature 110 celsius. The product is C(C)(C)(C)OC(C(C)(C)OC1=C(C=C(C=C1)Cl)C=O)=O (2-(4-Chloro-2-formyl-phenoxy)-2-methyl-propionic acid tert-butyl ester). Isolated yield 53.6%. RXN SMILES: [Cl:1][C:2]1[CH:3]=[CH:4][C:5]([OH:10])=[C:6]([CH:9]=1)[CH:7]=[O:8].[C:11]([O:15][C:16](=[O:21])[C:17](Br)([CH3:19])[CH3:18])([CH3:14])([CH3:13])[CH3:12].C([O-])([O-])=O.[K+].[K+]>CN(C=O)C>[C:11]([O:15][C:16](=[O:21])[C:17]([O:10][C:5]1[CH:4]=[CH:3][C:2]([Cl:1])=[CH:9][C:6]=1[CH:7]=[O:8])([CH3:19])[CH3:18])([CH3:14])([CH3:13])[CH3:12] |f:2.3.4|. Reported procedure: 5-Chloro-2-hydroxy-benzaldehyde (15.6 g, 100 mmol), 2-bromo-2-methyl-propionic acid tert-butyl ester (33.4 g, 150 mmol), K2CO3 (27.6 g, 200 mmol) and KI (3 g, 19 mmol) were mixed in DMF (100 mL). Then the reaction mixture was heated at 110° C. for 3 h. The mixture was filtered and the filtrate was concentrated. The residue was dissolved in ethyl acetate and washed with 1N NaOH. Then the organic layer was separated, dried over Na2SO4 and concentrated to give title compound (16 g) Reactants: CCBr, CC(N)COc1ccccc1Br, [K+], [K+], O=C([O-])[O-], CN(C)C=O. The product is CCNC(C)COc1ccccc1Br. Reaction SMILES: [Br:13][CH2:14][CH3:15].[Br:1][c:2]1[c:3]([O:4][CH2:5][CH:6]([CH3:7])[NH2:8])[cH:9][cH:10][cH:11][cH:12]1.[K+:16].[K+:17].[O-:18][C:19]([O-:20])=[O:21].[O:22]=[CH:23][N:24]([CH3:25])[CH3:26]>>[Br:1][c:2]1[c:3]([O:4][CH2:5][CH:6]([CH3:7])[NH:8][CH2:14][CH3:15])[cH:9][cH:10][cH:11][cH:12]1. The reactants are BrCCCBr (1,3-dibromopropane), NC1=NNC=C1[N+](=O)[O-] (3-amino-4-nitropyrazole), [H-].[Na+] (sodium hydride), ClCCl (dichloromethane). Run in CN(C)C=O (DMF), CN(C)C=O (DMF), CN(C)C=O (DMF). Reaction conditions: temperature 0 celsius. Product: [N+](=O)([O-])C=1C=NN2C1NCCC2 (3-nitro-4,5,6,7-tetrahydropyrazolo-[1,5-a]pyrimidine). Yield: 87.7%. As a reaction SMILES: [NH2:1][C:2]1[C:6]([N+:7]([O-:9])=[O:8])=[CH:5][NH:4][N:3]=1.[H-].[Na+].Br[CH2:13][CH2:14][CH2:15]Br.ClCCl>CN(C=O)C>[N+:7]([C:6]1[CH:5]=[N:4][N:3]2[CH2:15][CH2:14][CH2:13][NH:1][C:2]=12)([O-:9])=[O:8] |f:1.2|. Procedure: A solution of 51.2 g (0.4 moles) 3-amino-4-nitropyrazole in 650 ml dried DMF is slowly added by drops to a suspension of 10 g (0.4 moles) sodium hydride in 200 ml dried DMF. After the reaction is concluded, 121 g (0.6 moles) 1,3-dibromopropane in 250 ml DMF are added. The mixture is then heated for 5 hours accompanied by reflux. After cooling, the preparation is reduced to dryness. When the residue is treated with 300 ml dichloromethane and subsequently cooled to 0° C. the product is precipitate... The product is S=C(NCN1CCOCC1)C(c1ccccc1)c1ccccn1. As a reaction SMILES: [CH2:19]1[CH2:20][O:21][CH2:22][CH2:23][NH:24]1.[CH3:17][OH:18].[CH3:25][CH2:26][CH2:27][CH2:28][CH2:29][CH3:30].[c:1]1([CH:7]([C:8](=[S:9])[NH2:10])[c:11]2[n:12][cH:13][cH:14][cH:15][cH:16]2)[cH:2][cH:3][cH:4][cH:5][cH:6]1>>[c:1]1([CH:7]([C:8](=[S:9])[NH:10][CH2:17][N:24]2[CH2:19][CH2:20][O:21][CH2:22][CH2:23]2)[c:11]2[n:12][cH:13][cH:14][cH:15][cH:16]2)[cH:2][cH:3][cH:4][cH:5][cH:6]1. Reactants: C1COCCN1, CO, CCCCCC, NC(=S)C(c1ccccc1)c1ccccn1.